This data is from the Open Reaction Database (ORD), a public repository of structured organic reaction records. The task is: describe an organic reaction: reactants, conditions, products, and yield Starting materials: C(#N)C(C1=CC=CC=C1)(C1=CC=CC=C1)[C@@H]1CNCCC1 (3-(R)-(+)-(1-cyano-1,1-diphenylmethyl)piperidine), C(CC1=CC=CC=C1)Br (phenethyl bromide), C([O-])([O-])=O.[K+].[K+] (potassium carbonate). Solvent: C(C)#N (acetonitrile). The product is C(#N)C(C1=CC=CC=C1)(C1=CC=CC=C1)[C@@H]1CN(CCC1)CCC1=CC=CC=C1 (3-(R)-(+)-(1-cyano-1,1-diphenylmethyl)-1-phenethylpiperidine). Reaction SMILES: [C:1]([C:3]([C@H:16]1[CH2:21][CH2:20][CH2:19][NH:18][CH2:17]1)([C:10]1[CH:15]=[CH:14][CH:13]=[CH:12][CH:11]=1)[C:4]1[CH:9]=[CH:8][CH:7]=[CH:6][CH:5]=1)#[N:2].[CH2:22](Br)[CH2:23][C:24]1[CH:29]=[CH:28][CH:27]=[CH:26][CH:25]=1.C(=O)([O-])[O-].[K+].[K+]>C(#N)C>[C:1]([C:3]([C@H:16]1[CH2:21][CH2:20][CH2:19][N:18]([CH2:22][CH2:23][C:24]2[CH:29]=[CH:28][CH:27]=[CH:26][CH:25]=2)[CH2:17]1)([C:10]1[CH:11]=[CH:12][CH:13]=[CH:14][CH:15]=1)[C:4]1[CH:9]=[CH:8][CH:7]=[CH:6][CH:5]=1)#[N:2] |f:2.3.4|. Reported procedure: A mixture containing 3-(R)-(+)-(1-cyano-1,1-diphenylmethyl)piperidine (1 g), phenethyl bromide (0.-67 g), anhydrous potassium carbonate (1.5 g) and acetonitrile (25 ml) was heated under reflux for 4 hours. The mixture was partitioned between dichloromethane (50 ml) and 10% aqueous potassium carbonate (30 ml), the layers separated, and the aqueous layer extracted with dichloromethane (3×30 ml)--. The combined dichloromethane extracts were dried (MgSO4) and concentrated in vacuo to give an oil whi... Starting materials: CN(C)CC1=NNC2=CC=CC=C12 (3-dimethylaminomethyl-1H-indazole), CI (methyl iodide). Solvent: C(C)(=O)OCC (ethyl acetate). Run at time 8 hour. Product: [I-].N1N=C(C2=CC=CC=C12)C[N+](C)(C)C ((1H-indazol-3-ylmethyl)trimethylammonium iodide). The yield is 97.2%. As a reaction SMILES: [CH3:1][N:2]([CH2:4][C:5]1[C:13]2[C:8](=[CH:9][CH:10]=[CH:11][CH:12]=2)[NH:7][N:6]=1)[CH3:3].[CH3:14][I:15]>C(OCC)(=O)C>[I-:15].[NH:7]1[C:8]2[C:13](=[CH:12][CH:11]=[CH:10][CH:9]=2)[C:5]([CH2:4][N+:2]([CH3:14])([CH3:1])[CH3:3])=[N:6]1 |f:3.4|. Procedure: 3-Dimethylaminomethyl-1H-indazole (25.6 g, 146 mmol) obtained in Step 2 was dissolved in ethyl acetate (350 mL), and the solution was added with methyl iodide (33.3 mL, 535 mmol), followed by stirring at room temperature overnight. The resulting precipitates were collected by filtration to obtain (1H-indazol-3-ylmethyl)trimethylammonium iodide (45.0 g, 97%). Starting materials: Cl.C(C)N1C=C(C(C2=CC(=C(C=C12)N1CCN(CC1)CC1CCNCC1)F)=O)C(=O)O (1-Ethyl-6-fluoro-1,4-dihydro-4-oxo-7-[4-(4-piperidinylmethyl)-1-piperazinyl]-3-quinolinecarboxylic acid monohydrochloride), Cl (hydrochloride), C([O-])(O)=O.[Na+] (sodium bicarbonate). The solvent is O (water). Conditions: time 15 minute. Yields the product C(C)N1C=C(C(C2=CC(=C(C=C12)N1CCN(CC1)CC1CCNCC1)F)=O)C(=O)O (1-Ethyl-6-fluoro-1,4-dihydro-4-oxo-7-[4-[(4-piperidinyl)methyl]-1-piperazinyl]-3-quinolinecarboxylic acid). RXN SMILES: Cl.[CH2:2]([N:4]1[C:13]2[C:8](=[CH:9][C:10]([F:27])=[C:11]([N:14]3[CH2:19][CH2:18][N:17]([CH2:20][CH:21]4[CH2:26][CH2:25][NH:24][CH2:23][CH2:22]4)[CH2:16][CH2:15]3)[CH:12]=2)[C:7](=[O:28])[C:6]([C:29]([OH:31])=[O:30])=[CH:5]1)[CH3:3].Cl.C(=O)(O)[O-].[Na+]>O>[CH2:2]([N:4]1[C:13]2[C:8](=[CH:9][C:10]([F:27])=[C:11]([N:14]3[CH2:19][CH2:18][N:17]([CH2:20][CH:21]4[CH2:22][CH2:23][NH:24][CH2:25][CH2:26]4)[CH2:16][CH2:15]3)[CH:12]=2)[C:7](=[O:28])[C:6]([C:29]([OH:31])=[O:30])=[CH:5]1)[CH3:3] |f:0.1,3.4|. Procedure details: The free base was prepared from the hydrochloride (from Example 19) by dissolving the hydrochloride in water (15 mL/2 g of hydrochloride) and adding saturated aqueous sodium bicarbonate until the pH exceeded 8. After stirring for 15 minutes, the precipitate was collected, washed with water and dried to give the desired product. Starting materials: OC1CCN(c2ncc(Br)cn2)CC1, CCOC(C)=O, N#C[Cu], CN(C)C=O, O. The product is N#Cc1cnc(N2CCC(O)CC2)nc1. Reaction SMILES: [Br:1][c:2]1[cH:3][n:4][c:5]([N:8]2[CH2:9][CH2:10][CH:11]([OH:14])[CH2:12][CH2:13]2)[n:6][cH:7]1.[CH3:24][CH2:25][O:26][C:27]([CH3:28])=[O:29].[Cu:15][C:16]#[N:17].[O:18]=[CH:19][N:20]([CH3:21])[CH3:22].[OH2:23]>>[c:2]1([C:16]#[N:17])[cH:3][n:4][c:5]([N:8]2[CH2:9][CH2:10][CH:11]([OH:14])[CH2:12][CH2:13]2)[n:6][cH:7]1. Starting materials: C1CCOC1, CCn1cc(Cl)c(C(=O)Nc2cccc(C(=O)c3ccc4c(c3)NC(=O)C4=CNc3ccc(N4CCN(C)CC4)cc3)c2)n1, CCOC(C)=O, CCCCCC, Nc1ccc(CN2CCCC2)cc1. Yields the product CCn1cc(Cl)c(C(=O)Nc2cccc(C(=O)c3ccc4c(c3)NC(=O)C4=CNc3ccc(CN4CCCC4)cc3)c2)n1. Reaction SMILES: [CH2:45]1[O:46][CH2:47][CH2:48][CH2:49]1.[CH3:1][N:2]1[CH2:3][CH2:4][N:5]([c:6]2[cH:7][cH:8][c:9]([NH:10][CH:15]=[C:16]3[C:17](=[O:44])[NH:18][c:19]4[cH:20][c:21]([C:25](=[O:26])[c:27]5[cH:28][c:29]([NH:33][C:34](=[O:35])[c:36]6[n:37][n:38]([CH2:42][CH3:43])[cH:39][c:40]6[Cl:41])[cH:30][cH:31][cH:32]5)[cH:22][cH:23][c:24]43)[cH:11][cH:12]2)[CH2:13][CH2:14]1.[CH3:63][CH2:64][O:65][C:66]([CH3:67])=[O:68].[CH3:69][CH2:70][CH2:71][CH2:72][CH2:73][CH3:74].[N:50]1([CH2:55][c:56]2[cH:57][cH:58][c:59]([NH2:62])[cH:60][cH:61]2)[CH2:51][CH2:52][CH2:53][CH2:54]1>>[CH:15](=[C:16]1[C:17](=[O:44])[NH:18][c:19]2[cH:20][c:21]([C:25](=[O:26])[c:27]3[cH:28][c:29]([NH:33][C:34](=[O:35])[c:36]4[n:37][n:38]([CH2:42][CH3:43])[cH:39][c:40]4[Cl:41])[cH:30][cH:31][cH:32]3)[cH:22][cH:23][c:24]21)[NH:62][c:59]1[cH:58][cH:57][c:56]([CH2:55][N:50]2[CH2:51][CH2:52][CH2:53][CH2:54]2)[cH:61][cH:60]1. Starting materials: CC=1NC(=CC1C)C(=O)OCC (2,3-dimethyl-5-carbethoxy-pyrrole), C=O (paraformaldehyde), N (ammonia), O (water). The solvent is C(C)(=O)O (acetic acid), I (hydriodic acid), [PH2](=O)O (hypophosphorous acid). The product is CC1=C(C(=C(N1)C)C)C (Tetramethyl-pyrrole). Isolated yield 53.0%. Reaction SMILES: [CH3:1][C:2]1[NH:3][C:4]([C:8](OCC)=O)=[CH:5][C:6]=1[CH3:7].[CH2:13]=O.O.N>C(O)(=O)C.I.[PH2](O)=O>[CH3:8][C:4]1[NH:3][C:2]([CH3:1])=[C:6]([CH3:7])[C:5]=1[CH3:13]. Procedure details: A solution of 2,3-dimethyl-5-carbethoxy-pyrrole (0.82 g) in acetic acid (10 ml), hydriodic acid (10 ml), hypophosphorous acid (2 ml) and paraformaldehyde (0.6 g) was stirred and heated at 100° under nitrogen for 3 hr. then poured into water. The mixture was made alkaline with ammonia and extracted with ether. The ether was evaporated and the residue distilled (65°, 15 mm) to give the product (53%) m.p. 105°-107°. Starting materials: ClC(Cl)(Cl)Cl, Cc1ccc(-n2cccc2C#N)cc1, CCCCCC, CC(C)(C)OCl. Reaction SMILES: [C:27]([Cl:28])([Cl:29])([Cl:30])[Cl:31].[CH3:1][c:2]1[cH:3][cH:4][c:5](-[n:8]2[c:9]([C:13]#[N:14])[cH:10][cH:11][cH:12]2)[cH:6][cH:7]1.[CH3:21][CH2:22][CH2:23][CH2:24][CH2:25][CH3:26].[Cl:15][O:16][C:17]([CH3:18])([CH3:19])[CH3:20]>>[CH3:1][c:2]1[cH:3][cH:4][c:5](-[n:8]2[c:9]([C:13]#[N:14])[cH:10][c:11]([Cl:15])[cH:12]2)[cH:6][cH:7]1. The product is Cc1ccc(-n2cc(Cl)cc2C#N)cc1.